Dataset: the Open Reaction Database (ORD), a public repository of structured organic reaction records. Task: describe an organic reaction: reactants, conditions, products, and yield Reactants: FC1=CC=C(N)C=C1 (4-fluoroaniline), F[B-](F)(F)F.N1(N=NC2=C1C=CC=C2)OC(=[N+](C)C)N(C)C (O-(benzotriazol-1-yl)-N,N,N′,N′-tetramethyluronium tetrafluoroborate), COC(=O)C1(CC1)C(=O)O (Cyclopropane-1,1-dicarboxylic acid monomethylester), C(C)(C)N(CC)C(C)C (diisopropylethylamine). The solvent is CN(C)C=O (DMF), C(C)(=O)OCC (ethyl acetate). Reaction conditions: time 15 hour. Yields the product FC1=CC=C(C=C1)NC(=O)C1(CC1)C(=O)OC (methyl 1-((4-fluorophenyl)carbamoyl)cyclopropanecarboxylate). Isolated yield 99.6%. Reaction SMILES: [CH3:1][O:2][C:3]([C:5]1([C:8]([OH:10])=O)[CH2:7][CH2:6]1)=[O:4].[F:11][C:12]1[CH:18]=[CH:17][C:15]([NH2:16])=[CH:14][CH:13]=1.C(N(C(C)C)CC)(C)C.F[B-](F)(F)F.N1(OC(N(C)C)=[N+](C)C)C2C=CC=CC=2N=N1>CN(C=O)C.C(OCC)(=O)C>[F:11][C:12]1[CH:18]=[CH:17][C:15]([NH:16][C:8]([C:5]2([C:3]([O:2][CH3:1])=[O:4])[CH2:7][CH2:6]2)=[O:10])=[CH:14][CH:13]=1 |f:3.4|. Reported procedure: Cyclopropane-1,1-dicarboxylic acid monomethylester (2 g, 13.88 mmol) was dissolved in DMF (28 mL) and 4-fluoroaniline (1.999 mL, 20.82 mmol) was added, followed by diisopropylethylamine (12.12 mL, 69.4 mmol) and O-(benzotriazol-1-yl)-N,N,N′,N′-tetramethyluronium tetrafluoroborate (8.91 g, 27.8 mmol). The mixture stirred at room temperature for 15 hours and was then diluted with ethyl acetate (200 mL) and washed with 10% aqueous lithium chloride (3×100 mL) and brine (100 mL). The organic layer wa...